This data is from the Open Reaction Database (ORD), a public repository of structured organic reaction records. The task is: describe an organic reaction: reactants, conditions, products, and yield The reactants are BrCC(=O)C1=CC(=C(C=C1)Cl)S(N(C)C)(=O)=O (2-bromo-4'-chloro-3'-dimethylsulfamoylacetophenone), C(C)NC(=S)NCC (1,3-diethylthiourea). RXN SMILES: [Br:1][CH2:2][C:3]([C:5]1[CH:10]=[CH:9][C:8]([Cl:11])=[C:7]([S:12](=[O:17])(=[O:16])[N:13]([CH3:15])[CH3:14])[CH:6]=1)=[O:4].[CH2:18]([NH:20][C:21]([NH:23][CH2:24][CH3:25])=[S:22])[CH3:19]>>[BrH:1].[CH2:24]([N:23]1[C:3]([C:5]2[CH:10]=[CH:9][C:8]([Cl:11])=[C:7]([S:12](=[O:17])(=[O:16])[N:13]([CH3:15])[CH3:14])[CH:6]=2)([OH:4])[CH2:2][S:22][C:21]1=[N:20][CH2:18][CH3:19])[CH3:25] |f:2.3|. Procedure: 6.8 g of 2-bromo-4'-chloro-3'-dimethylsulfamoylacetophenone and 2.7 g of 1,3-diethylthiourea were reacted as prescribed in Example 23. The solvent was decanted and the oily precipitate of the end product was crystallized under fresh acetone. Colorless solid body, decomposition beginning at 154° C, γ C=N 1610 cm-1. Product: Br.C(C)N1C(SCC1(O)C1=CC(=C(C=C1)Cl)S(N(C)C)(=O)=O)=NCC (3-Ethyl-2-ethylimino-4-(4-chloro-3-dimethylsulfamoylphenyl)-1,3-thiazolidine-4-ol-hydrobromide). Starting materials: COC=1C=C(C=CC1)C(C#N)(C)C (2-(3-methoxyphenyl)-2-methylpropanenitrile), B(Br)(Br)Br (BBr3). Run in C(Cl)Cl (methylene chloride). Reaction conditions: time 30 minute. The product is OC=1C=C(C=CC1)C(C#N)(C)C (2-(3-hydroxyphenyl)-2-methylpropanenitrile). RXN SMILES: C[O:2][C:3]1[CH:4]=[C:5]([C:9]([CH3:13])([CH3:12])[C:10]#[N:11])[CH:6]=[CH:7][CH:8]=1.B(Br)(Br)Br>C(Cl)Cl>[OH:2][C:3]1[CH:4]=[C:5]([C:9]([CH3:13])([CH3:12])[C:10]#[N:11])[CH:6]=[CH:7][CH:8]=1. Procedure details: To a stirred solution of 2-(3-methoxyphenyl)-2-methylpropanenitrile (Step A, 4.5 g, 25.7 mmol) in methylene chloride (30 ml) was added BBr3 (1M in CH2Cl2, 50 ml) at −78° C. under argon, the cold bath was substituted by ice bath after 30 minutes and the reaction was stirred at the same temperature for 2 hours and then 30 minutes at room temperature. The reaction mixture was quenched by addition of ice and worked up by washing with water and brine. The organic layer was dried over Na2SO4, filtered... Starting materials: C1CC(=O)N(C1=O)Br (NBS), CC(C)(C#N)N=NC(C)(C)C#N (AIBN), FC1=C(C(=CC=C1)F)CC(=O)OC (Methyl 2,6-difluorophenylacetate), C1CC(=O)N(C1=O)Br (NBS), CC(C)(C#N)N=NC(C)(C)C#N (AIBN). The solvent is C(Cl)(Cl)(Cl)Cl (CCl4). Conditions: time 24 hour. The product is BrC(C(=O)OC)C1=C(C=CC=C1F)F (methyl bromo(2,6-difluorophenyl)-acetate). As a reaction SMILES: [F:1][C:2]1[CH:7]=[CH:6][CH:5]=[C:4]([F:8])[C:3]=1[CH2:9][C:10]([O:12][CH3:13])=[O:11].C1C(=O)N([Br:21])C(=O)C1.CC(N=NC(C#N)(C)C)(C#N)C>C(Cl)(Cl)(Cl)Cl>[Br:21][CH:9]([C:3]1[C:2]([F:1])=[CH:7][CH:6]=[CH:5][C:4]=1[F:8])[C:10]([O:12][CH3:13])=[O:11]. Procedure details: Methyl 2,6-difluorophenylacetate (2.141 g, 11.50 mmol), NBS (2.6 g, 14.61 mmol) and AIBN (0.057 g, 0.345 mmol) were taken up in CCl4 (45 mL). The reaction mixture was stirred at reflux for 18 hours. Additional NBS (1.433 g, 8.05 mmol) and AIBN (0.038 g, 0.230 mmol) were added and stirring at reflux continued for 24 hours. Room temperature was attained and the reaction mixture filtered through Celite, washing with DCM. The filtrate was concentrated in vacuo and the residue purified by MPLC (0-10%...